Dataset: the Open Reaction Database (ORD), a public repository of structured organic reaction records. Task: describe an organic reaction: reactants, conditions, products, and yield The reactants are C(C1=CC=CC=C1)N1C[C@H]([C@@H](C1)OC)NCCC1=CC=CC=C1 (trans-1-benzyl-3-benzylmethylamino-4-methoxy-pyrrolidine), Cl (hydrochloric acid). Reagents/catalysts: [Pd] (Pd). Solvent: CO (methanol). The product is Cl.Cl.CO[C@H]1[C@@H](CNC1)NC (trans-4-Methoxy-3-methylamino-pyrrolidine dihydrochloride). RXN SMILES: C([N:8]1[CH2:12][C@@H:11]([O:13][CH3:14])[C@H:10]([NH:15][CH2:16]CC2C=CC=CC=2)[CH2:9]1)C1C=CC=CC=1.[ClH:24]>CO.[Pd]>[ClH:24].[ClH:24].[CH3:14][O:13][C@@H:11]1[CH2:12][NH:8][CH2:9][C@H:10]1[NH:15][CH3:16] |f:4.5.6|. Procedure: 9.3 g (29 mmol) of trans-1-benzyl-3-benzylmethylamino-4-methoxy-pyrrolidine are dissolved in 100 ml of methanol, 4.8 ml of concentrated hydrochloric acid are added and the mixture is hydrogenated on 4 g of 10% strength Pd-on-active charcoal at 90° C. under 100 bar. The catalyst is filtered off with suction, the filtrate is concentrated and the residue is recrystallized from isopropanol/methanol. Starting materials: [OH-].[Na+] (sodium hydroxide), C(C)=O (acetaldehyde), C(#N)[BH3-].[Na+] (sodium cyanoborohydride), C(C1=CC=CC=C1)N1CCC(CC1)N(C1=NC=CC=C1NC(C)C)C(C)C (1-Benzyl-4-[N-(1-methylethyl)-N-(3-(1-methylethylamino)-2-pyridinyl)amino]piperidine). The solvent is CO (methanol). Conditions: time 15 hour. Product: C(C1=CC=CC=C1)N1CCC(CC1)N(C1=NC=CC=C1NCC)C(C)C (1-Benzyl-4-[N-isopropyl-N-(3-ethylamino-2-pyridinyl)amino]piperidine). Reaction SMILES: [CH2:1]([N:8]1[CH2:13][CH2:12][CH:11]([N:14]([CH:25]([CH3:27])[CH3:26])[C:15]2[C:20]([NH:21][CH:22](C)[CH3:23])=[CH:19][CH:18]=[CH:17][N:16]=2)[CH2:10][CH2:9]1)[C:2]1[CH:7]=[CH:6][CH:5]=[CH:4][CH:3]=1.C(=O)C.C([BH3-])#N.[Na+].[OH-].[Na+]>CO>[CH2:1]([N:8]1[CH2:13][CH2:12][CH:11]([N:14]([CH:25]([CH3:26])[CH3:27])[C:15]2[C:20]([NH:21][CH2:22][CH3:23])=[CH:19][CH:18]=[CH:17][N:16]=2)[CH2:10][CH2:9]1)[C:2]1[CH:7]=[CH:6][CH:5]=[CH:4][CH:3]=1 |f:2.3,4.5|. Procedure: 1-benzyl-4-[N-isopropyl-N-(3-amino-2-pyridinyl)amino]piperidine (EXAMPLE 101, after titanium chloride reduction of nitro group; 1.92 g) is dissolved in 15 ml of methanol and cooled to 0°. Then 0.5 ml of acetaldehyde and 0.56 g of sodium cyanoborohydride are added. The reaction is allowed to warm slowly to 20°-25° and stirred for 15 hr. Then it is poured into sodium hydroxide (1N) and extracted with chloroform. The extracts are dried over sodium sulfate, and concentrated under reduced pressure. P... The reactants are C(C1=CC=CC=C1)ONC(CCCCCCCOC1=CC=CC=2NC3=CC=CC=C3C12)=O (8-(9H-Carbazol-4-yloxy)-octanoic acid benzyloxyamide). Reagents/catalysts: [Pd] (palladium on barium sulfate). The product is ONC(CCCCCCCOC1=CC=CC=2NC3=CC=CC=C3C12)=O (8-(9H-Carbazol-4-yloxy)-octanoic Acid Hydroxyamide). Isolated yield 46.2%. RXN SMILES: C([O:8][NH:9][C:10](=[O:32])[CH2:11][CH2:12][CH2:13][CH2:14][CH2:15][CH2:16][CH2:17][O:18][C:19]1[C:31]2[C:30]3[C:25](=[CH:26][CH:27]=[CH:28][CH:29]=3)[NH:24][C:23]=2[CH:22]=[CH:21][CH:20]=1)C1C=CC=CC=1>[Pd]>[OH:8][NH:9][C:10](=[O:32])[CH2:11][CH2:12][CH2:13][CH2:14][CH2:15][CH2:16][CH2:17][O:18][C:19]1[C:31]2[C:30]3[C:25](=[CH:26][CH:27]=[CH:28][CH:29]=3)[NH:24][C:23]=2[CH:22]=[CH:21][CH:20]=1. Procedure: In a manner anologous to that of example 1(c), 8-(9H-Carbazol-4-yloxy)-octanoic acid benzyloxyamide (300 mg, 0.7 mmol) was hydrogenated in the presence of palladium on barium sulfate to give the title compound (110 mg) in 46% yield as an amorphous solid. MS (M−H+)=339. Reactants: [OH-].[Na+] (sodium hydroxide), S1C=C(C=C1)C=O (3-thiophene aldehyde), [N+](=O)([O-])C (nitromethane), Cl (hydrochloric acid), C=O (formaldehyde), 2-(3-thieno)-1-nitroethylene, [H-].[Al+3].[Li+].[H-].[H-].[H-] (lithium aluminum hydride). Run in C(C)O (ethanol), O (water), C(C)OCC (diethyl ether), C(C)OCC (diethyl ether), O (water). Conditions: time 40 minute. Product: S1C=CC=2CNCCC21 (4,5,6,7-Tetrahydro-thieno[3,2-c]pyridine). Reaction SMILES: [OH-].[Na+].[S:3]1[CH:7]=[CH:6][C:5]([CH:8]=O)=[CH:4]1.[N+:10]([CH3:13])([O-])=O.Cl.[H-].[Al+3].[Li+].[H-].[H-].[H-].[CH2:21]=O>O.C(OCC)C.C(O)C>[S:3]1[C:4]2[CH2:21][CH2:13][NH:10][CH2:8][C:5]=2[CH:6]=[CH:7]1 |f:0.1,5.6.7.8.9.10|. Procedure: Under ice-cooling, 10% sodium hydroxide aqueous solution (10 ml) was added dropwise to ethanol solution (200 ml) of 3-thiophene aldehyde (11 g, 98 mmol) and nitromethane (6.0 g, 98 mmol). After the dropwise addition, the reaction solution was added dropwise to 5 N hydrochloric acid, and the thus formed precipitate was collected by filtration, washed with water and then dried to obtain crude 2-(3-thieno)-1-nitroethylene as yellow powder (yield, 10 g). At room temperature, diethyl ether solution (... The reactants are C1COCCO1, CCOC(C)=O, CCOC(=O)CC1CCCn2c1cc1cc(OCc3ccc(OC(C)C)c(C(F)(F)F)c3)ccc12, ClCCl, [Li+], [OH-], O=C(O)CC(O)(CC(=O)O)C(=O)O. Yields the product CC(C)Oc1ccc(COc2ccc3c(c2)cc2n3CCCC2CC(=O)O)cc1C(F)(F)F. Reaction SMILES: [CH2:54]1[O:55][CH2:56][CH2:57][O:58][CH2:59]1.[CH3:60][CH2:61][O:62][C:63]([CH3:64])=[O:65].[CH:1]([CH3:2])([CH3:3])[O:4][c:5]1[c:6]([C:32]([F:33])([F:34])[F:35])[cH:7][c:8]([CH2:9][O:10][c:11]2[cH:12][c:13]3[cH:14][c:15]4[n:16]([c:17]3[cH:18][cH:19]2)[CH2:20][CH2:21][CH2:22][CH:23]4[CH2:24][C:25](=[O:26])[O:27][CH2:28][CH3:29])[cH:30][cH:31]1.[Cl:51][CH2:52][Cl:53].[Li+:37].[OH-:36].[OH:38][C:39]([CH2:40][C:41]([C:42](=[O:43])[OH:44])([CH2:45][C:46](=[O:47])[OH:48])[OH:49])=[O:50]>>[CH:1]([CH3:2])([CH3:3])[O:4][c:5]1[c:6]([C:32]([F:33])([F:34])[F:35])[cH:7][c:8]([CH2:9][O:10][c:11]2[cH:12][c:13]3[cH:14][c:15]4[n:16]([c:17]3[cH:18][cH:19]2)[CH2:20][CH2:21][CH2:22][CH:23]4[CH2:24][C:25](=[O:26])[OH:27])[cH:30][cH:31]1. The reactants are FC1=CC=C(CN2C(C=3C(=C4C=CC=NC4=C(C3C2=O)OCOC)OC(OCC)=O)=O)C=C1 (Carbonic acid ethyl ester 7-(4-fluoro-benzyl)-9-methoxymethoxy-6,8-dioxo-7,8-dihydro-6H-pyrrolo[3,4-g]quinolin-5-yl ester), C(=O)([O-])[O-].[K+].[K+] (K2CO3). Reagents/catalysts: CN(C1=CC=NC=C1)C (4-dimethylaminopyridine). Solvent: C1CCOC1 (THF), O (water). Conditions: time 8 hour. The product is FC1=CC=C(CN2C(C=3C(=C4C=CC=NC4=C(C3C2=O)OCOC)O)=O)C=C1 (7-(4-Fluoro-benzyl)-5-hydroxy-9-methoxymethoxy-pyrrolo[3,4-g]quinoline-6,8-dione). The yield is 57.0%. As a reaction SMILES: [F:1][C:2]1[CH:33]=[CH:32][C:5]([CH2:6][N:7]2[C:19](=[O:20])[C:18]3[C:17]([O:21][CH2:22][O:23][CH3:24])=[C:16]4[C:11]([CH:12]=[CH:13][CH:14]=[N:15]4)=[C:10]([O:25]C(=O)OCC)[C:9]=3[C:8]2=[O:31])=[CH:4][CH:3]=1.C([O-])([O-])=O.[K+].[K+]>C1COCC1.O.CN(C)C1C=CN=CC=1>[F:1][C:2]1[CH:3]=[CH:4][C:5]([CH2:6][N:7]2[C:19](=[O:20])[C:18]3[C:17]([O:21][CH2:22][O:23][CH3:24])=[C:16]4[C:11]([CH:12]=[CH:13][CH:14]=[N:15]4)=[C:10]([OH:25])[C:9]=3[C:8]2=[O:31])=[CH:32][CH:33]=1 |f:1.2.3|. Reported procedure: To the ethyl carbonate methoxymethyl ether 5 (70.9 mg, 0.156 mmol) in THF (7.6 mL) at room temperature was added a solution (5 mL) of K2CO3 (215 mg, 1.56 mmol) in water and 4-dimethylaminopyridine (3.8 mg, 0.03 mmol). The yellow solution was stirred at room temperature under nitrogen atmosphere overnight. Most of THF was removed under reduced pressure at 30-40° C. and the remaining solution was diluted with dichloromethane, washed with 1N HCl and brine, dried (MgSO4) and concentrated to give sol...